The task is: describe an organic reaction: reactants, conditions, products, and yield. This data is from the Open Reaction Database (ORD), a public repository of structured organic reaction records. The reactants are O=C(Nc1ccc(Cl)c(F)c1Br)C(F)(F)F, CCOCC, CCCCCC, Nc1ccc(Cl)c(F)c1, O=C(OC(=O)C(F)(F)F)C(F)(F)F, [Na+], [Na+], O=C([O-])[O-]. The product is O=C(Nc1ccc(Cl)c(F)c1)C(F)(F)F. Reaction SMILES: [Br:1][c:2]1[c:3]([NH:10][C:11]([C:12]([F:13])([F:14])[F:15])=[O:16])[cH:4][cH:5][c:6]([Cl:9])[c:7]1[F:8].[CH3:45][CH2:46][O:47][CH2:48][CH3:49].[CH3:50][CH2:51][CH2:52][CH2:53][CH2:54][CH3:55].[Cl:36][c:37]1[cH:38][cH:39][c:40]([NH2:41])[cH:42][c:43]1[F:44].[F:17][C:18]([F:19])([F:20])[C:21]([O:22][C:23](=[O:24])[C:25]([F:26])([F:27])[F:28])=[O:29].[Na+:30].[Na+:31].[O-:32][C:33](=[O:34])[O-:35]>>[cH:2]1[c:3]([NH:10][C:11]([C:12]([F:13])([F:14])[F:15])=[O:16])[cH:4][cH:5][c:6]([Cl:9])[c:7]1[F:8]. Starting materials: C1COCCN1, CS(C)=O, CCn1cc(C(=O)O)c(=O)c2cc(Cl)c(Cl)cc21. The product is CCn1cc(C(=O)O)c(=O)c2cc(Cl)c(N3CCOCC3)cc21. RXN SMILES: [CH2:19]1[CH2:20][O:21][CH2:22][CH2:23][NH:24]1.[CH3:25][S:26]([CH3:27])=[O:28].[Cl:1][c:2]1[cH:3][c:4]2[c:5](=[O:18])[c:6]([C:15](=[O:16])[OH:17])[cH:7][n:8]([CH2:13][CH3:14])[c:9]2[cH:10][c:11]1[Cl:12]>>[Cl:1][c:2]1[cH:3][c:4]2[c:5](=[O:18])[c:6]([C:15](=[O:16])[OH:17])[cH:7][n:8]([CH2:13][CH3:14])[c:9]2[cH:10][c:11]1[N:24]1[CH2:19][CH2:20][O:21][CH2:22][CH2:23]1.